This data is from the Open Reaction Database (ORD), a public repository of structured organic reaction records. The task is: describe an organic reaction: reactants, conditions, products, and yield Reactants: CC(C)(C)OC(=O)NC1CCCc2ccc(OCc3cccc(C#N)c3)cc21, CC#N, Cl, C1COCCO1. Yields the product N#Cc1cccc(COc2ccc3c(c2)C(N)CCC3)c1, Cl. RXN SMILES: [C:1](#[N:2])[c:3]1[cH:4][c:5]([CH2:6][O:7][c:8]2[cH:9][cH:10][c:11]3[c:16]([cH:17]2)[CH:15]([NH:18][C:19](=[O:20])[O:21][C:22]([CH3:23])([CH3:24])[CH3:25])[CH2:14][CH2:13][CH2:12]3)[cH:26][cH:27][cH:28]1.[CH3:36][C:37]#[N:38].[ClH:29].[O:30]1[CH2:31][CH2:32][O:33][CH2:34][CH2:35]1>>[C:1](#[N:2])[c:3]1[cH:4][c:5]([CH2:6][O:7][c:8]2[cH:9][cH:10][c:11]3[c:16]([cH:17]2)[CH:15]([NH2:18])[CH2:14][CH2:13][CH2:12]3)[cH:26][cH:27][cH:28]1.[ClH:29]. RXN SMILES: [Br:27][CH2:28][c:29]1[cH:30][cH:31][cH:32][cH:33][cH:34]1.[C:21](=[O:22])([O-:23])[O-:24].[CH3:35][N:36]([CH3:37])[CH:38]=[O:39].[K+:25].[K+:26].[OH:1][c:2]1[c:3]([NH:9][C:10]([c:11]2[cH:12][cH:13][c:14]([N+:17](=[O:18])[O-:19])[cH:15][cH:16]2)=[O:20])[cH:4][cH:5][c:6]([CH3:8])[cH:7]1>>[O:1]([c:2]1[c:3]([NH:9][C:10]([c:11]2[cH:12][cH:13][c:14]([N+:17](=[O:18])[O-:19])[cH:15][cH:16]2)=[O:20])[cH:4][cH:5][c:6]([CH3:8])[cH:7]1)[CH2:28][c:29]1[cH:30][cH:31][cH:32][cH:33][cH:34]1. Yields the product Cc1ccc(NC(=O)c2ccc([N+](=O)[O-])cc2)c(OCc2ccccc2)c1. Reactants: BrCc1ccccc1, O=C([O-])[O-], CN(C)C=O, [K+], [K+], Cc1ccc(NC(=O)c2ccc([N+](=O)[O-])cc2)c(O)c1.